From a dataset of the Open Reaction Database (ORD), a public repository of structured organic reaction records. describe an organic reaction: reactants, conditions, products, and yield Solvent: CO (methanol), CO (methanol). RXN SMILES: [N+:1]([C:4]1[C:9]([O:10][C:11]2[CH:16]=[CH:15][CH:14]=[CH:13][C:12]=2[F:17])=[CH:8][CH:7]=[CH:6][C:5]=1[CH2:18][C:19]([O:21]CC)=[O:20])([O-:3])=[O:2].[OH-].[K+].O.Cl>CO>[N+:1]([C:4]1[C:9]([O:10][C:11]2[CH:16]=[CH:15][CH:14]=[CH:13][C:12]=2[F:17])=[CH:8][CH:7]=[CH:6][C:5]=1[CH2:18][C:19]([OH:21])=[O:20])([O-:3])=[O:2] |f:1.2|. Reported procedure: A solution of ethyl 2-[2-nitro-3-(2-fluorophenoxy)phenyl]acetate in methanol (50 ml) was added to a solution of potassium hydroxide (20 g) in methanol (50 ml) with stirring under ice-cooling, and the mixture was stirred at room temperature for 30 minutes. Water (700 ml) was added to the reaction mixture and the resultant aqueous solution was adjusted to pH 2.0 with conc. hydrochloric acid. The precipitating crystals were collected by filtration, washed with water and recrystallized from a mixtur... The reactants are [N+](=O)([O-])C1=C(C=CC=C1OC1=C(C=CC=C1)F)CC(=O)OCC (ethyl 2-[2-nitro-3-(2-fluorophenoxy)phenyl]acetate), [OH-].[K+] (potassium hydroxide), Cl (hydrochloric acid), O (Water). The product is [N+](=O)([O-])C1=C(C=CC=C1OC1=C(C=CC=C1)F)CC(=O)O (2-[2-nitro-3-(2-fluorophenoxy)phenyl]acetic acid). Yields the product COC=1C=C(C=CC1)C(O)C1CCN(CC1)C ((3-methoxyphenyl)(1-methyl(piperid-4-yl)]methanol). RXN SMILES: [I-].[CH3:2][O:3][C:4]1[CH:5]=[C:6]([CH:16]=[CH:17][CH:18]=1)[C:7]([C:9]1[CH:14]=[CH:13][N:12]([CH3:15])[CH2:11][CH:10]=1)=[O:8]>CO.[Pt]=O>[CH3:2][O:3][C:4]1[CH:5]=[C:6]([CH:7]([CH:9]2[CH2:14][CH2:13][N:12]([CH3:15])[CH2:11][CH2:10]2)[OH:8])[CH:16]=[CH:17][CH:18]=1 |f:0.1|. Procedure details: A mixture of 4-[3-methoxybenzoyl]-1-methylpyridine iodide (730 mg, 2.1 mmol) and platinum oxide (100 mg, 0.44 mmol) in methanol was stirred under a hydrogen atmosphere for 2 h. The catalyst was filtered and washed with methanol then water. The filtrate was concentrated under reduced pressure. The resulting residue was dissolved in methylene chloride, washed with 1N sodium hydroxide, dried over sodium sulfate and concentrated in vacuo to give 490 mg of a clear colorless oil. Purification by radia... Reagents/catalysts: [Pt]=O (platinum oxide). Solvent: CO (methanol). Run at time 2 hour. Reactants: [I-].COC=1C=C(C(=O)C2=CCN(C=C2)C)C=CC1 (4-[3-methoxybenzoyl]-1-methylpyridine iodide). Isolated yield 99.2%. Reactants: FC=1C=C(C=C(C1)CF)[C@@H](CO)NC(OC(C)(C)C)=O ((S)-tert-butyl (1-(3-fluoro-5-(fluoromethyl)phenyl)-2-hydroxyethyl)carbamate), Cl (HCl). Solvent: C(Cl)Cl (DCM). Run at time 1 hour. The product is N[C@H](CO)C1=CC(=CC(=C1)CF)F ((S)-2-amino-2-(3-fluoro-5-(fluoromethyl)phenyl)ethanol). Yield: 118.5%. As a reaction SMILES: [F:1][C:2]1[CH:3]=[C:4]([C@H:10]([NH:13]C(=O)OC(C)(C)C)[CH2:11][OH:12])[CH:5]=[C:6]([CH2:8][F:9])[CH:7]=1.Cl>C(Cl)Cl>[NH2:13][C@@H:10]([C:4]1[CH:5]=[C:6]([CH2:8][F:9])[CH:7]=[C:2]([F:1])[CH:3]=1)[CH2:11][OH:12]. Reported procedure: To a solution of (S)-tert-butyl (1-(3-fluoro-5-(fluoromethyl)phenyl)-2-hydroxyethyl)carbamate (220 mg, 0.766 mmol) in DCM (2.5 mL), HCl (4M in dioxane) (1.9 mL 7.66 mmol) was added at room temperature, the reaction mixture was stirred at room temperature for 1 h. The reaction mixture was then concentrated to dryness. The residue was recrystallized from DCM and heptane. The solid was filtered and air dry to yield (S)-2-amino-2-(3-fluoro-5-(fluoromethyl)phenyl)ethanol (145 mg, 0.908 mmol, 100% yie... As a reaction SMILES: [CH2:1]([CH3:2])[c:3]1[cH:4][cH:5][c:6](-[c:9]2[cH:10][cH:11][c:12]([C:25](=[O:26])[O:27][CH2:28][CH3:29])[n:13][c:14]2-[c:15]2[cH:16][cH:17][c:18]([C:21]([F:22])([F:23])[F:24])[cH:19][cH:20]2)[cH:7][cH:8]1.[CH3:35][OH:36].[S:30](=[O:31])(=[O:32])([OH:33])[OH:34]>>[CH2:1]([CH3:2])[c:3]1[cH:4][cH:5][c:6](-[c:9]2[cH:10][cH:11][c:12]([C:25](=[O:26])[O:27][CH3:28])[n:13][c:14]2-[c:15]2[cH:16][cH:17][c:18]([C:21]([F:22])([F:23])[F:24])[cH:19][cH:20]2)[cH:7][cH:8]1. Product: CCc1ccc(-c2ccc(C(=O)OC)nc2-c2ccc(C(F)(F)F)cc2)cc1. Starting materials: CCOC(=O)c1ccc(-c2ccc(CC)cc2)c(-c2ccc(C(F)(F)F)cc2)n1, CO, O=S(=O)(O)O. The reactants are FC1=CC=C2C(=N1)NC=C2 (6-fluoro-1H-pyrrolo[2,3-b]pyridine), C([O-])([O-])=O.[K+].[K+] (potassium carbonate), C(C)Br (ethyl bromide), C([O-])([O-])=O.[K+].[K+] (potassium carbonate), C(C)Br (ethyl bromide), C(C)Br (ethyl bromide). Run in CN(C)C=O (DMF). Reaction conditions: temperature 70 celsius, time 8 hour. Yields the product C(C)N1C=CC=2C1=NC(=CC2)F (1-ethyl-6-fluoro-1H-pyrrolo[2,3-b]pyridine). The yield is 90.5%. As a reaction SMILES: [F:1][C:2]1[N:7]=[C:6]2[NH:8][CH:9]=[CH:10][C:5]2=[CH:4][CH:3]=1.C(=O)([O-])[O-].[K+].[K+].[CH2:17](Br)[CH3:18]>CN(C=O)C>[CH2:17]([N:8]1[C:6]2=[N:7][C:2]([F:1])=[CH:3][CH:4]=[C:5]2[CH:10]=[CH:9]1)[CH3:18] |f:1.2.3|. Reported procedure: To a stirred solution of 6-fluoro-1H-pyrrolo[2,3-b]pyridine (15.00 g, 110.19 mmol) in DMF (100 mL), under a nitrogen atmosphere, is added potassium carbonate (22.84 g, 165.3 mmol), followed by ethyl bromide (12.36 mL, 165.3 mmol). The reaction is heated to 70° C. for 4 h. Further ethyl bromide (3.00 mL, 27.6 mmol) is added and the reaction kept at 70° C. overnight. After cooling further potassium carbonate (8.00 g, 57.9 mmol) and ethyl bromide (3.00 mL, 27.6 mmol) are added, and the reaction hea... Starting materials: CCO, Cl, [Na+], [OH-], COC(=O)c1ccc(C(=O)Nc2cc3c4c(c2)CCCC4CCC3)s1. Yields the product O=C(O)c1ccc(C(=O)Nc2cc3c4c(c2)CCCC4CCC3)s1. RXN SMILES: [CH3:29][CH2:30][OH:31].[ClH:28].[Na+:27].[OH-:26].[cH:1]1[c:2]([NH:14][C:15](=[O:16])[c:17]2[cH:18][cH:19][c:20]([C:22](=[O:23])[O:24][CH3:25])[s:21]2)[cH:3][c:4]2[c:13]3[c:12]1[CH2:11][CH2:10][CH2:9][CH:8]3[CH2:7][CH2:6][CH2:5]2>>[cH:1]1[c:2]([NH:14][C:15](=[O:16])[c:17]2[cH:18][cH:19][c:20]([C:22](=[O:23])[OH:24])[s:21]2)[cH:3][c:4]2[c:13]3[c:12]1[CH2:11][CH2:10][CH2:9][CH:8]3[CH2:7][CH2:6][CH2:5]2. The reactants are [BH4-], CCC(=O)CN1CCN(c2ccccc2C2CC(C)(C)CC(C)(C)C2)CC1, CO, [Cl-], [NH4+], [Na+]. The product is CCC(O)CN1CCN(c2ccccc2C2CC(C)(C)CC(C)(C)C2)CC1, Cl. Reaction SMILES: [BH4-:28].[CH3:1][C:2]1([CH3:27])[CH2:3][CH:4]([c:10]2[c:11]([N:16]3[CH2:17][CH2:18][N:19]([CH2:22][C:23]([CH2:24][CH3:25])=[O:26])[CH2:20][CH2:21]3)[cH:12][cH:13][cH:14][cH:15]2)[CH2:5][C:6]([CH3:8])([CH3:9])[CH2:7]1.[CH3:32][OH:33].[Cl-:30].[NH4+:31].[Na+:29]>>[CH3:1][C:2]1([CH3:27])[CH2:3][CH:4]([c:10]2[c:11]([N:16]3[CH2:17][CH2:18][N:19]([CH2:22][CH:23]([CH2:24][CH3:25])[OH:26])[CH2:20][CH2:21]3)[cH:12][cH:13][cH:14][cH:15]2)[CH2:5][C:6]([CH3:8])([CH3:9])[CH2:7]1.[ClH:30].